From a dataset of the Open Reaction Database (ORD), a public repository of structured organic reaction records. describe an organic reaction: reactants, conditions, products, and yield Reactants: [OH-].[Na+] (sodium hydroxide), C(C)=O (Acetaldehyde), resultant mixture, N(=[N+]=[N-])C1=CC=C(C=O)C=C1 (4-Azidobenzaldehyde), C(C)=O (acetaldehyde), resultant mixture, resultant mixture, C(C)=O (acetaldehyde). The solvent is O (water), C(C)(C)O (isopropyl alcohol), O (water). The product is N(=[N+]=[N-])C1=CC=C(C=CC=O)C=C1 (p-azido-cinnamaldehyde). Isolated yield 27.8%. As a reaction SMILES: [N:1]([C:4]1[CH:11]=[CH:10][C:7]([CH:8]=O)=[CH:6][CH:5]=1)=[N+:2]=[N-:3].[OH-].[Na+].[CH:14](=[O:16])[CH3:15]>C(O)(C)C.O>[N:1]([C:4]1[CH:11]=[CH:10][C:7]([CH:8]=[CH:15][CH:14]=[O:16])=[CH:6][CH:5]=1)=[N+:2]=[N-:3] |f:1.2|. Procedure: 4-Azidobenzaldehyde (14.71 g, 0.1 mol) was dissolved in a solvent mixture of isopropyl alcohol (50 g) and pure water (15 g). Under cooling in an ice bath, sodium hydroxide (1 g) dissolved in pure water (10 g) was added to the solution, and the resultant mixture was stirred for ten minutes. Acetaldehyde (4.41 g, 0.1 mol) was added to the mixture, and the resultant mixture was stirred for two hours at the same temperature. Subsequently, acetaldehyde (4.41 g, 0.1 mol) was again added to the mixture... The reactants are O=S1(=O)CCCC1, [Cs+], [F-], Nc1nc(N)c(-c2ccc(Cl)cc2Cl)c(CBr)n1, O. Yields the product Nc1nc(N)c(-c2ccc(Cl)cc2Cl)c(CF)n1. As a reaction SMILES: [CH2:21]1[S:22](=[O:23])(=[O:24])[CH2:25][CH2:26][CH2:27]1.[Cs+:20].[F-:19].[NH2:1][c:2]1[n:3][c:4]([CH2:17][Br:18])[c:5](-[c:9]2[c:10]([Cl:16])[cH:11][c:12]([Cl:15])[cH:13][cH:14]2)[c:6]([NH2:8])[n:7]1.[OH2:28]>>[NH2:1][c:2]1[n:3][c:4]([CH2:17][F:19])[c:5](-[c:9]2[c:10]([Cl:16])[cH:11][c:12]([Cl:15])[cH:13][cH:14]2)[c:6]([NH2:8])[n:7]1.